describe an organic reaction: reactants, conditions, products, and yield From a dataset of the Open Reaction Database (ORD), a public repository of structured organic reaction records. Starting materials: ClC1=NC=2C=CC=CC2C=2C1=NN(C2N(C(OC(C)(C)C)=O)CC)CCC (tert-Butyl 4-chloro-2-propyl-2H-pyrazolo[3,4-c]quinolin-1-yl(ethyl)carbamate), N (ammonia), solution, steel. The product is C(C)NC=1N(N=C2C(=NC=3C=CC=CC3C21)N)CCC (N1-ethyl-2-propyl-2H-pyrazolo[3,4-c]quinoline-1,4-diamine). RXN SMILES: Cl[C:2]1[C:11]2=[N:12][N:13]([CH2:25][CH2:26][CH3:27])[C:14]([N:15]([CH2:23][CH3:24])C(=O)OC(C)(C)C)=[C:10]2[C:9]2[CH:8]=[CH:7][CH:6]=[CH:5][C:4]=2[N:3]=1.[NH3:28]>>[CH2:23]([NH:15][C:14]1[N:13]([CH2:25][CH2:26][CH3:27])[N:12]=[C:11]2[C:10]=1[C:9]1[CH:8]=[CH:7][CH:6]=[CH:5][C:4]=1[N:3]=[C:2]2[NH2:28])[CH3:24]. Reported procedure: tert-Butyl 4-chloro-2-propyl-2H-pyrazolo[3,4-c]quinolin-1-yl(ethyl)carbamate (718 mg, 1.85 mmol) and methanolic ammonia (25 mL of a 7 M solution) were heated in a steel Parr vessel in a 150° C. oven for 17 h. The reaction mixture was concentrated, treated with 2 M sodium carbonate and extracted with chloroform. The combined organic layers were dried (magnesium sulfate), filtered, concentrated, and purified by prep HPLC (silica cartridge, eluting with CMA in chloroform). The product was recrystal... Starting materials: CCOC(=O)Cn1ccc2cc(S[Si](C(C)C)(C(C)C)C(C)C)ccc21, CN1CCCC1=O, [Cs+], [F-]. Product: CCOC(=O)Cn1ccc2cc(S)ccc21. As a reaction SMILES: [CH2:1]([CH3:2])[O:3][C:4]([CH2:5][n:6]1[cH:7][cH:8][c:9]2[cH:10][c:11]([S:15][Si:16]([CH:17]([CH3:18])[CH3:19])([CH:20]([CH3:21])[CH3:22])[CH:23]([CH3:24])[CH3:25])[cH:12][cH:13][c:14]12)=[O:26].[CH3:29][N:30]1[CH2:31][CH2:32][CH2:33][C:34]1=[O:35].[Cs+:28].[F-:27]>>[CH2:1]([CH3:2])[O:3][C:4]([CH2:5][n:6]1[cH:7][cH:8][c:9]2[cH:10][c:11]([SH:15])[cH:12][cH:13][c:14]12)=[O:26]. The reactants are ClC1=C(C=C(C=C1)C(CCC(=O)C1=CC=C(C=C1)[N+](=O)[O-])=O)[N+](=O)[O-] (1-(4-chloro-3-nitrophenyl)-4-(4-nitrophenyl)butane-1,4-dione), [BH4-].[Na+] (sodium borohydride). Run in CCO (EtOH). Run at time 1 hour. Product: ClC1=C(C=C(C=C1)C(CCC(O)C1=CC=C(C=C1)[N+](=O)[O-])O)[N+](=O)[O-] (1-(4-chloro-3-nitrophenyl)-4-(4-nitrophenyl)butane-1,4-diol). The yield is 91.8%. Reaction SMILES: [Cl:1][C:2]1[CH:7]=[CH:6][C:5]([C:8](=[O:22])[CH2:9][CH2:10][C:11]([C:13]2[CH:18]=[CH:17][C:16]([N+:19]([O-:21])=[O:20])=[CH:15][CH:14]=2)=[O:12])=[CH:4][C:3]=1[N+:23]([O-:25])=[O:24].[BH4-].[Na+]>CCO>[Cl:1][C:2]1[CH:7]=[CH:6][C:5]([CH:8]([OH:22])[CH2:9][CH2:10][CH:11]([C:13]2[CH:14]=[CH:15][C:16]([N+:19]([O-:21])=[O:20])=[CH:17][CH:18]=2)[OH:12])=[CH:4][C:3]=1[N+:23]([O-:25])=[O:24] |f:1.2|. Procedure details: To a solution of the product from Example 179A (10.0 g, 27.6 mmol) in EtOH (220 mL) was added sodium borohydride (2.190 g, 57.9 mmol) in several portions over 1 h. The resulting mixture was stirred at rt for 1 h, filtered through celite, and concentrated in vacuo. The residue was dissolved in EtOAc and washed by 1N aq. HCl. The organic layer was dried over Na2SO4, filtered and concentrated in vacuo to give the title compound (9.29 g, 92%) Reactants: CCCCCC, CC[Zn]CC, O=Cc1ccccc1. Yields the product CCC(O)c1ccccc1. Reaction SMILES: [CH3:14][CH2:15][CH2:16][CH2:17][CH2:18][CH3:19].[CH3:1][CH2:2][Zn:3][CH2:4][CH3:5].[CH:6](=[O:7])[c:8]1[cH:9][cH:10][cH:11][cH:12][cH:13]1>>[CH2:4]([CH3:5])[CH:6]([OH:7])[c:8]1[cH:9][cH:10][cH:11][cH:12][cH:13]1. RXN SMILES: [CH3:1][C:2](=[O:3])[O:4][C:5](=[O:6])[CH3:7].[CH:8]([OH:9])=[O:10].[NH2:11][c:12]1[cH:13][cH:14][cH:15][c:16]([C:18]([OH:19])=[O:20])[cH:17]1.[OH2:21]>>[CH:2](=[O:3])[NH:11][c:12]1[cH:13][cH:14][cH:15][c:16]([C:18]([OH:19])=[O:20])[cH:17]1. The reactants are CC(=O)OC(C)=O, O=CO, Nc1cccc(C(=O)O)c1, O. Yields the product O=CNc1cccc(C(=O)O)c1. The reactants are COC([C@@H](NC(C1=C(C=C(C=C1)CC(CCC1CCCCC1)S(=O)(=O)C1=CC=CC=C1)C1=C(C=CC=C1)C)=O)CCSC)=O (N-[4-(4-Cyclohexyl-2-phenylsulfonylbut-1-yl)-2-(2-methylphenyl)benzoyl]methionine methyl ester), O.[OH-].[Li+] (lithium hydroxide monohydrate). The product is [Li+].C1(CCCCC1)CCC(CC1=CC(=C(C(=O)N[C@@H](CCSC)C(=O)[O-])C=C1)C1=C(C=CC=C1)C)S(=O)(=O)C1=CC=CC=C1 (N-[4-(4-Cyclohexyl-2-phenylsulfonylbut-1-yl)-2-(2-methylphenyl)benzoyl]methionine Lithium Salt). As a reaction SMILES: C[O:2][C:3](=[O:44])[C@H:4]([CH2:40][CH2:41][S:42][CH3:43])[NH:5][C:6](=[O:39])[C:7]1[CH:12]=[CH:11][C:10]([CH2:13][CH:14]([S:23]([C:26]2[CH:31]=[CH:30][CH:29]=[CH:28][CH:27]=2)(=[O:25])=[O:24])[CH2:15][CH2:16][CH:17]2[CH2:22][CH2:21][CH2:20][CH2:19][CH2:18]2)=[CH:9][C:8]=1[C:32]1[CH:37]=[CH:36][CH:35]=[CH:34][C:33]=1[CH3:38].O.[OH-].[Li+:47]>>[Li+:47].[CH:17]1([CH2:16][CH2:15][CH:14]([S:23]([C:26]2[CH:27]=[CH:28][CH:29]=[CH:30][CH:31]=2)(=[O:24])=[O:25])[CH2:13][C:10]2[CH:11]=[CH:12][C:7]([C:6]([NH:5][C@H:4]([C:3]([O-:44])=[O:2])[CH2:40][CH2:41][S:42][CH3:43])=[O:39])=[C:8]([C:32]3[CH:37]=[CH:36][CH:35]=[CH:34][C:33]=3[CH3:38])[CH:9]=2)[CH2:22][CH2:21][CH2:20][CH2:19][CH2:18]1 |f:1.2.3,4.5|. Procedure: The product from Example 1302C (107 mg, 0.17 mmol) was allowed to react with lithium hydroxide monohydrate (8 mg, 0.18 mmol) in a manner similar to that described in Example 608E to afford the title compound. 1H NMR (DMSO-d6, 300 MHz) δ 0.54-0.70 (m, 2H), 0.85-1.10 (m, 6H), 1.30-2.04 (m, 16H), 2.14 (m, 1H), 2.80 (m, 1H), 3.16 (m, 1H), 3.60-3.73 (m, 2H), 6.85-7.26 (m, 6H), 7.43 (d, J=8 Hz, 1H), 7.62-7.68 (m, 2H), 7.75 (m, 1H), 7.93 (d, J=7 Hz, 2H); MS (APCI(−)) m/z: (M−H)− 620; Anal. Calcd for C3...